This data is from the Open Reaction Database (ORD), a public repository of structured organic reaction records. The task is: describe an organic reaction: reactants, conditions, products, and yield Starting materials: IC1=CC=C(C=C1)OC(F)(F)F (1-iodo-4-trifluoromethoxy-benzene), halobenzenes, C(C)OC(C(C)(OC1=C(C=C(C=C1)OCCCC#C)C)C)=O (2-methyl-2-(2-methyl-4-pent-4-ynyloxy-phenoxy)-propionic acid ethyl ester), alkynes, phenylacetylenes. The reagents and catalysts are C=1C=CC(=CC1)[P](C=2C=CC=CC2)(C=3C=CC=CC3)[Pd]([P](C=4C=CC=CC4)(C=5C=CC=CC5)C=6C=CC=CC6)([P](C=7C=CC=CC7)(C=8C=CC=CC8)C=9C=CC=CC9)[P](C=1C=CC=CC1)(C=1C=CC=CC1)C=1C=CC=CC1 (Pd(PPh3)4), [Cu]I (CuI). Run in N1CCCCC1 (piperidine), N1CCCCC1 (piperidine). Conditions: temperature 50 celsius, time 10 minute. Product: C(C)OC(C(C)(OC1=C(C=C(C=C1)OCCCC#CC1=CC=C(C=C1)OC(F)(F)F)C)C)=O (2-Methyl-2-{2-methyl-4-[5-(4-trifluoromethoxy-phenyl)-pent-4-ynyloxy]-phenoxy}-propionic acid ethyl ester). Isolated yield 81.8%. Reaction SMILES: I[C:2]1[CH:7]=[CH:6][C:5]([O:8][C:9]([F:12])([F:11])[F:10])=[CH:4][CH:3]=1.[CH2:13]([O:15][C:16](=[O:34])[C:17]([CH3:33])([O:19][C:20]1[CH:25]=[CH:24][C:23]([O:26][CH2:27][CH2:28][CH2:29][C:30]#[CH:31])=[CH:22][C:21]=1[CH3:32])[CH3:18])[CH3:14]>N1CCCCC1.C1C=CC([P]([Pd]([P](C2C=CC=CC=2)(C2C=CC=CC=2)C2C=CC=CC=2)([P](C2C=CC=CC=2)(C2C=CC=CC=2)C2C=CC=CC=2)[P](C2C=CC=CC=2)(C2C=CC=CC=2)C2C=CC=CC=2)(C2C=CC=CC=2)C2C=CC=CC=2)=CC=1.[Cu]I>[CH2:13]([O:15][C:16](=[O:34])[C:17]([CH3:33])([O:19][C:20]1[CH:25]=[CH:24][C:23]([O:26][CH2:27][CH2:28][CH2:29][C:30]#[C:31][C:2]2[CH:7]=[CH:6][C:5]([O:8][C:9]([F:12])([F:11])[F:10])=[CH:4][CH:3]=2)=[CH:22][C:21]=1[CH3:32])[CH3:18])[CH3:14] |^1:44,46,65,84|. Reported procedure: The synthesis was performed following a procedure of Stara, Irena G.; Stary, Ivo; Kollarovic, Adrian; Teply, Filip; Saman, David; Fiedler, Pavel, Coupling reactions of halobenzenes with alkynes. The synthesis of phenylacetylenes and symmetrical or unsymmetrical 1,2-diphenylacetylenes, Collect. Czech. Chem. Commun. (1999), 64(4), 649-672. To a degassed (argon) solution of 178 mg (0.60 mmol) 1-iodo-4-trifluoromethoxy-benzene in 2 ml piperidine was added 29 mg (0.03 mmol) Pd(PPh3)4 and 5 mg (0.03 m... Starting materials: CCCCn1ccnc1, [O-]Cl, [Cu]I, NCCN, CNC(=O)c1cc(Br)cc(C)c1N, [Na+], [Na+], N#C[Na], [OH-], O, Cc1cc(C)cc(C)c1. The product is CNC(=O)c1cc(C#N)cc(C)c1N. RXN SMILES: [CH2:31]([n:32]1[cH:33][cH:34][n:35][cH:36]1)[CH2:37][CH2:38][CH3:39].[Cl:1][O-:2].[Cu:44][I:45].[NH2:40][CH2:41][CH2:42][NH2:43].[NH2:6][c:7]1[c:8]([C:9](=[O:10])[NH:11][CH3:12])[cH:13][c:14]([Br:18])[cH:15][c:16]1[CH3:17].[Na+:3].[Na+:5].[Na:28][C:29]#[N:30].[OH-:4].[OH2:46].[c:19]1([CH3:20])[cH:21][c:22]([CH3:23])[cH:24][c:25]([CH3:26])[cH:27]1>>[NH2:6][c:7]1[c:8]([C:9](=[O:10])[NH:11][CH3:12])[cH:13][c:14]([C:29]#[N:30])[cH:15][c:16]1[CH3:17]. As a reaction SMILES: [CH3:17][C:18](=[O:19])[OH:20].[Cl:6][c:7]1[n:8][c:9]([Cl:16])[c:10]2[nH:11][cH:12][n:13][c:14]2[n:15]1.[Na:1].[OH:2][CH2:3][CH:4]=[CH2:5]>>[O:2]([CH2:3][CH:4]=[CH2:5])[c:9]1[n:8][c:7]([Cl:6])[n:15][c:14]2[c:10]1[nH:11][cH:12][n:13]2. Reactants: CC(=O)O, Clc1nc(Cl)c2[nH]cnc2n1, [Na], C=CCO. Product: C=CCOc1nc(Cl)nc2nc[nH]c12. Reactants: C(C)[C@@H]1C(N(C2=CC=C(C=C2N1C(C1=CC=C(C=C1)OC)=O)F)CCC)=O ((3R)-3-Ethyl-6-fluoro-4-(4-methoxybenzoyl)-1-propyl-3,4-dihydroquinoxalin-2(1H)-one), C(C)[C@@H]1C(N(C2=CC(=CC=C2N1C(C1=CC=C(C=C1)O)=O)F)C)=O ((3R)-3-ethyl-7-fluoro-4-(4-hydroxybenzoyl)-1-methyl-3,4-dihydroquinoxalin-2(1H)-one). Yields the product C(C)[C@@H]1C(N(C2=CC=C(C=C2N1C(C1=CC=C(C=C1)O)=O)F)CCC)=O ((3R)-3-ethyl-6-fluoro-4-(4-hydroxybenzoyl)-1-propyl-3,4-dihydroquinoxalin-2(1H)-one). Yield: 81.0%. RXN SMILES: [CH2:1]([C@H:3]1[N:12]([C:13](=[O:22])[C:14]2[CH:19]=[CH:18][C:17]([O:20]C)=[CH:16][CH:15]=2)[C:11]2[C:6](=[CH:7][CH:8]=[C:9]([F:23])[CH:10]=2)[N:5]([CH2:24][CH2:25][CH3:26])[C:4]1=[O:27])[CH3:2].C([C@H]1N(C(=O)C2C=CC(O)=CC=2)C2C(=CC(F)=CC=2)N(C)C1=O)C>>[CH2:1]([C@H:3]1[N:12]([C:13](=[O:22])[C:14]2[CH:19]=[CH:18][C:17]([OH:20])=[CH:16][CH:15]=2)[C:11]2[C:6](=[CH:7][CH:8]=[C:9]([F:23])[CH:10]=2)[N:5]([CH2:24][CH2:25][CH3:26])[C:4]1=[O:27])[CH3:2]. Procedure: (3R)-3-Ethyl-6-fluoro-4-(4-methoxybenzoyl)-1-propyl-3,4-dihydroquinoxalin-2(1H)-one was treated according to the procedure for the preparation of (3R)-3-ethyl-7-fluoro-4-(4-hydroxybenzoyl)-1-methyl-3,4-dihydroquinoxalin-2(1H)-one (see Example 1) to yield (3R)-3-ethyl-6-fluoro-4-(4-hydroxybenzoyl)-1-propyl-3,4-dihydroquinoxalin-2(1H)-one (81%). [α]D25=−298° (c=0.0102 G/ML, CHCl3); MS (ESI) m/z 357 ([M+H]+); MS (ESI) m/z 355 ([M−H]−); HRMS: calcd for C20H21FN2O3, 356.1536; found (ESI_FT), 357.1605... Reactants: C(C1=CC=CC=C1)C1CN(C(O1)=O)CCC(C1=CC=CC=C1)N1CCOCC1 (5-benzyl-3-(3-morpholino-3-phenylpropyl) -1,3-oxazolidin-2-one), C(\C=C\C(=O)O)(=O)O (fumaric acid). Run in C(C)O (ethanol). The product is C(\C=C\C(=O)O)(=O)O.C(C1=CC=CC=C1)C1CN(C(O1)=O)CCC(C1=CC=CC=C1)N1CCOCC1 (5-Benzyl-3-(3-morpholino-3-phenylpropyl)-1,3-oxazolidin-2-one fumarate), product. Yield: 100.0%. RXN SMILES: [CH2:1]([CH:8]1[O:12][C:11](=[O:13])[N:10]([CH2:14][CH2:15][CH:16]([N:23]2[CH2:28][CH2:27][O:26][CH2:25][CH2:24]2)[C:17]2[CH:22]=[CH:21][CH:20]=[CH:19][CH:18]=2)[CH2:9]1)[C:2]1[CH:7]=[CH:6][CH:5]=[CH:4][CH:3]=1.[C:29]([OH:36])(=[O:35])/[CH:30]=[CH:31]/[C:32]([OH:34])=[O:33]>C(O)C>[C:29]([OH:36])(=[O:35])/[CH:30]=[CH:31]/[C:32]([OH:34])=[O:33].[CH2:1]([CH:8]1[O:12][C:11](=[O:13])[N:10]([CH2:14][CH2:15][CH:16]([N:23]2[CH2:24][CH2:25][O:26][CH2:27][CH2:28]2)[C:17]2[CH:18]=[CH:19][CH:20]=[CH:21][CH:22]=2)[CH2:9]1)[C:2]1[CH:3]=[CH:4][CH:5]=[CH:6][CH:7]=1 |f:3.4|. Procedure details: 5-benzyl-3-(3-morpholino-3-phenylpropyl) -1,3-oxazolidin-2-one (0.26 g, 0.68 mmol) prepared in the same manner as is described in Example 9 and fumaric acid (0.08 g, 0.68 mmol) were dissolved in ethanol. From the resulting solution, ethanol was removed by distillation under reduced pressure. Water was added to the residue and then the resulting solution was concentrated. After the concentration was repeated for three times, the residue was dried in vacuum to obtain 0.34 g of the titled compound ... Reactants: C(C)C1=C[C@H](NC1)C=1NC(=CN1)C1=CC=C(C=C1)C1=CC=C(C=C1)C1=CN=C(N1)[C@H]1NCCC1 (2-((S)-4-ethyl-2,5-dihydro-1H-pyrrol-2-yl)-5-(4′-(2-((S)-pyrrolidin-2-yl)-1H-imidazol-5-yl)biphenyl-4-yl)-1H-imidazole), C(C)(C)(C)OC(=O)N1[C@@H](CCC1)C=1NC(=CN1)C1=CC=C(C=C1)C1=CC=C(C=C1)C1=CN=C(N1)[C@H]1N(CC(=C1)CC)C(=O)OC(C)(C)C ((S)-tert-butyl 2-(5-(4′-(2-((S)-1-(tert-butoxycarbonyl)pyrrolidin-2-yl)-1H-imidazol-5-yl)biphenyl-4-yl)-1H-imidazol-2-yl)-4-ethyl-2H-pyrrole-1(5H)-carboxylate), C(C)(C)(C)OC(=O)N1[C@@H](CCC1)C=1NC(=CN1)C1=CC=C(C=C1)C1=CC=C(C=C1)C1=CN=C(N1)[C@H]1N(CC(=C1)CC)C(=O)OC(C)(C)C ((S)-tert-butyl 2-(5-(4′-(2-((S)-1-(tert-butoxycarbonyl)pyrrolidin-2-yl)-1H-imidazol-5-yl)biphenyl-4-yl)-1H-imidazol-2-yl)-4-ethyl-2H-pyrrole-1(5H)-carboxylate), Cl (HCl). Run in O1CCOCC1 (dioxane), O1CCOCC1 (dioxane). Conditions: time 20 hour. The product is CC1=C[C@H](NC1)C=1NC(=CN1)C1=CC=C(C=C1)C1=CC=C(C=C1)C1=CN=C(N1)[C@H]1NCCC1 (2-((S)-4-methyl-2,5-dihydro-1H-pyrrol-2-yl)-5-(4′-(2-((S)-pyrrolidin-2-yl)-1H-imidazol-5-yl)biphenyl-4-yl)-1H-imidazole). The yield is 111.8%. As a reaction SMILES: C(OC([N:8]1[CH2:12][CH2:11][CH2:10][C@H:9]1[C:13]1[NH:14][C:15]([C:18]2[CH:23]=[CH:22][C:21]([C:24]3[CH:29]=[CH:28][C:27]([C:30]4[NH:34][C:33]([C@@H:35]5[CH:39]=[C:38]([CH2:40]C)[CH2:37][N:36]5C(OC(C)(C)C)=O)=[N:32][CH:31]=4)=[CH:26][CH:25]=3)=[CH:20][CH:19]=2)=[CH:16][N:17]=1)=O)(C)(C)C.Cl.C(C1CN[C@H](C2NC(C3C=CC(C4C=CC(C5NC([C@@H]6CCCN6)=NC=5)=CC=4)=CC=3)=CN=2)C=1)C>O1CCOCC1>[CH3:40][C:38]1[CH2:37][NH:36][C@H:35]([C:33]2[NH:34][C:30]([C:27]3[CH:28]=[CH:29][C:24]([C:21]4[CH:20]=[CH:19][C:18]([C:15]5[NH:14][C:13]([C@@H:9]6[CH2:10][CH2:11][CH2:12][NH:8]6)=[N:17][CH:16]=5)=[CH:23][CH:22]=4)=[CH:25][CH:26]=3)=[CH:31][N:32]=2)[CH:39]=1. Procedure details: To a solution of (S)-tert-butyl 2-(5-(4′-(2-((S)-1-(tert-butoxycarbonyl)pyrrolidin-2-yl)-1H-imidazol-5-yl)biphenyl-4-yl)-1H-imidazol-2-yl)-4-ethyl-2H-pyrrole-1(5H)-carboxylate (intermediate 26) (0.171 g, 0.248 mmol) in dioxane (4 mL) was added a solution of 5.5N HCl in dioxane (2.5 mL) at 0° C. The mixture was stirred at room temperature for 20 hours. The resulting mixture was concentrated to give 2-((S)-4-methyl-2,5-dihydro-1H-pyrrol-2-yl)-5-(4′-(2-((S)-pyrrolidin-2-yl)-1H-imidazol-5-yl)bipheny... The reactants are CC(Cl)c1cccnc1, Clc1ccc(Br)c2c1CNCC2. Reagents/catalysts: O=C([O-])[O-].[Cs+].[Cs+] (cesium carbonate), [I-].[K+] (potassium iodide). Solvent: CN(C)C=O (DMF), CN(C)C=O (dmf), CN(C)C=O (DMF). Reaction conditions: temperature 70 celsius, time 16 hour. Yields the product CC(c1cccnc1)N1CCc2c(Br)ccc(Cl)c2C1. The reactants are COC=1C=C2C(=NC=NC2=CC1OC)OC1=CC=C(N)C=C1 (4-[(6,7-dimethoxy-4-quinazolinyl)oxy]aniline), C(O)([O-])=O.[Na+] (sodium hydrogencarbonate), ClC(Cl)(OC(OC(Cl)(Cl)Cl)=O)Cl (Triphosgene), C(C1=CC=CC=C1)N1C[C@H](CC1)N ((3S)-(+)-1-Benzyl-3-aminopyrrolidine). The solvent is C(C)N(CC)CC (triethylamine), C(Cl)(Cl)Cl (Chloroform). Run at time 5 hour. Yields the product C(C1=CC=CC=C1)N1C[C@H](CC1)NC(=O)NC1=CC=C(C=C1)OC1=NC=NC2=CC(=C(C=C12)OC)OC (N-[(3S)-1-Benzyltetrahydro-1H-3-pyrrolyl]-N′-{4-[(6,7-dimethoxy-4-quinazolinyl)oxy]phenyl}urea). Isolated yield 59.5%. RXN SMILES: [CH3:1][O:2][C:3]1[CH:4]=[C:5]2[C:10](=[CH:11][C:12]=1[O:13][CH3:14])[N:9]=[CH:8][N:7]=[C:6]2[O:15][C:16]1[CH:22]=[CH:21][C:19]([NH2:20])=[CH:18][CH:17]=1.ClC(Cl)(O[C:27](=[O:33])OC(Cl)(Cl)Cl)Cl.[CH2:35]([N:42]1[CH2:46][CH2:45][C@H:44]([NH2:47])[CH2:43]1)[C:36]1[CH:41]=[CH:40][CH:39]=[CH:38][CH:37]=1.C(=O)([O-])O.[Na+]>C(N(CC)CC)C.C(Cl)(Cl)Cl>[CH2:35]([N:42]1[CH2:46][CH2:45][C@H:44]([NH:47][C:27]([NH:20][C:19]2[CH:21]=[CH:22][C:16]([O:15][C:6]3[C:5]4[C:10](=[CH:11][C:12]([O:13][CH3:14])=[C:3]([O:2][CH3:1])[CH:4]=4)[N:9]=[CH:8][N:7]=3)=[CH:17][CH:18]=2)=[O:33])[CH2:43]1)[C:36]1[CH:37]=[CH:38][CH:39]=[CH:40][CH:41]=1 |f:3.4|. Procedure details: Chloroform (10 ml) and triethylamine (2 ml) were added to 4-[(6,7-dimethoxy-4-quinazolinyl)oxy]aniline (100 mg) to prepare a solution. Triphosgene (110 mg) was added to the solution, and the mixture was stirred at room temperature for 30 min. (3S)-(+)-1-Benzyl-3-aminopyrrolidine (89 mg) was then added thereto, and the mixture was stirred at room temperature for 5 hr. A saturated aqueous sodium hydrogencarbonate solution was added to the reaction solution, and the mixture was extracted with chlor... The reactants are CCc1cc(C)[nH]c(=O)c1C#N, CO. Yields the product CCc1cc(C)[nH]c(=O)c1CN. As a reaction SMILES: [CH2:1]([CH3:2])[c:3]1[c:4]([C:11]#[N:12])[c:5](=[O:10])[nH:6][c:7]([CH3:9])[cH:8]1.[CH3:13][OH:14]>>[CH2:1]([CH3:2])[c:3]1[c:4]([CH2:11][NH2:12])[c:5](=[O:10])[nH:6][c:7]([CH3:9])[cH:8]1.